Dataset: the Open Reaction Database (ORD), a public repository of structured organic reaction records. Task: describe an organic reaction: reactants, conditions, products, and yield The reactants are C1(=CC=CC=C1)COC1=CC=C(C=C1)C1=C(C2=CC=CC=C2C=C1C(F)(F)F)OC1=CC=C(C=O)C=C1 (4-{[2-{4-[(Phenylmethyl)oxy]phenyl}-3-(trifluoromethyl)-1-naphthalenyl]oxy}benzaldehyde), [C-]#N.[Na+] (NaCN), CO (MeOH). The reagents and catalysts are O=[Mn]=O (MnO2). The solvent is C(Cl)Cl (CH2Cl2), CCOC(=O)C (EtOAc). Reaction conditions: time 8 hour. Product: C1(=CC=CC=C1)COC1=CC=C(C=C1)C1=C(C2=CC=CC=C2C=C1C(F)(F)F)OC1=CC=C(C(=O)OC)C=C1 (Methyl 4-{[2-{4-[(phenylmethyl)oxy]phenyl}-3-(trifluoromethyl)-1-naphthalenyl]oxy}benzoate). Isolated yield 86.0%. As a reaction SMILES: [C:1]1([CH2:7][O:8][C:9]2[CH:14]=[CH:13][C:12]([C:15]3[C:24]([C:25]([F:28])([F:27])[F:26])=[CH:23][C:22]4[C:17](=[CH:18][CH:19]=[CH:20][CH:21]=4)[C:16]=3[O:29][C:30]3[CH:37]=[CH:36][C:33]([CH:34]=[O:35])=[CH:32][CH:31]=3)=[CH:11][CH:10]=2)[CH:6]=[CH:5][CH:4]=[CH:3][CH:2]=1.[C-]#N.[Na+].[CH3:41][OH:42]>C(Cl)Cl.CCOC(C)=O.O=[Mn]=O>[C:1]1([CH2:7][O:8][C:9]2[CH:10]=[CH:11][C:12]([C:15]3[C:24]([C:25]([F:27])([F:26])[F:28])=[CH:23][C:22]4[C:17](=[CH:18][CH:19]=[CH:20][CH:21]=4)[C:16]=3[O:29][C:30]3[CH:31]=[CH:32][C:33]([C:34]([O:42][CH3:41])=[O:35])=[CH:36][CH:37]=3)=[CH:13][CH:14]=2)[CH:6]=[CH:5][CH:4]=[CH:3][CH:2]=1 |f:1.2|. Procedure: To a solution of 4-{[2-{4-[(phenylmethyl)oxy]phenyl}-3-(trifluoromethyl)-1-naphthalenyl]oxy}benzaldehyde (187) (0.23 g, 0.45 mmol) in MeOH (4 mL) and CH2Cl2 (2 mL) was added NaCN (0.12 g, 2.26 mmol) followed by MnO2 (0.56 g, 5.42 mmol). The reaction mixture was stirred at room temperature overnight, diluted with EtOAc (50 mL) and filtered through a pad of celite on top of a layer of silica gel. The filtrate was washed with water, brine, dried over Na2SO4, filtered, and concentrated to give the c... Reactants: CCOC(=O)/N=N/C(=O)OCC (DEAD), FC(C1=NC(=NO1)C1=CC(=C(C(=C1)C)O)C)(F)F (4-(5-trifluoromethyl-1,2,4-oxadiazol-3-yl)-2,6-dimethylphenol), OCCCCC=1C=NC=CC1 (3-(4-hydroxybutyl)-pyridine), C1(=CC=CC=C1)P(C1=CC=CC=C1)C1=CC=CC=C1 (triphenylphosphine), C1(=CC=CC=C1)P(C1=CC=CC=C1)C1=CC=CC=C1 (triphenylphosphine). Isolated yield 86.2%. The solvent is C(Cl)Cl (methylene chloride), C(Cl)Cl (methylene chloride). Reaction conditions: time 2 day. RXN SMILES: [F:1][C:2]([F:18])([F:17])[C:3]1[O:7][N:6]=[C:5]([C:8]2[CH:13]=[C:12]([CH3:14])[C:11]([OH:15])=[C:10]([CH3:16])[CH:9]=2)[N:4]=1.O[CH2:20][CH2:21][CH2:22][CH2:23][C:24]1[CH:25]=[N:26][CH:27]=[CH:28][CH:29]=1.C1(P(C2C=CC=CC=2)C2C=CC=CC=2)C=CC=CC=1.CCOC(/N=N/C(OCC)=O)=O>C(Cl)Cl>[F:18][C:2]([F:17])([F:1])[C:3]1[O:7][N:6]=[C:5]([C:8]2[CH:13]=[C:12]([CH3:14])[C:11]([O:15][CH2:20][CH2:21][CH2:22][CH2:23][C:24]3[CH:25]=[N:26][CH:27]=[CH:28][CH:29]=3)=[C:10]([CH3:16])[CH:9]=2)[N:4]=1. Product: FC(C1=NC(=NO1)C1=CC(=C(OCCCCC=2C=NC=CC2)C(=C1)C)C)(F)F (3-[4-[4-(5-trifluoromethyl-1,2,4-oxadiazol-3-yl)-2,6-dimethylphenoxy]-butyl]-pyridine). Procedure: To a suspension of 0.44 g (1.8 mmol) of 4-(5-trifluoromethyl-1,2,4-oxadiazol-3-yl)-2,6-dimethylphenol, 0.25 g (1.66 mmol) of 3-(4-hydroxybutyl)-pyridine, and 0.52 g (1.99 mmol) of triphenylphosphine in 30 ml of methylene chloride under nitrogen at 0° C. was added dropwise a solution of 0.35 g (1.97 mmol of DEAD in methylene chloride, and the resulting mixture was allowed to warm to room temperature. After adding 70 mg of triphenylphosphine, the mixture was stirred at room temperature for 2 days.... Starting materials: C(C)(C)(C)OC(=O)N1C(=CC2=CC=CC(=C12)OCCN(C)C(=O)OC(C)(C)C)S(=O)(=O)C1=CC=CC=C1 (2-Benzenesulfonyl-7-[2-(tert-butoxycarbonyl-methyl-amino)-ethoxy]-indole-1-carboxylic acid tert-butyl ester), Cl (hydrogen chloride). Solvent: CCO (EtOH). Conditions: temperature 100 celsius. Yields the product Cl.C1(=CC=CC=C1)S(=O)(=O)C=1NC2=C(C=CC=C2C1)OCCNC ([2-(2-Benzenesulfonyl-1H-indol-7-yloxy)-ethyl]-methyl-amine hydrochloride). RXN SMILES: C(OC([N:8]1[C:16]2[C:11](=[CH:12][CH:13]=[CH:14][C:15]=2[O:17][CH2:18][CH2:19][N:20](C(OC(C)(C)C)=O)[CH3:21])[CH:10]=[C:9]1[S:29]([C:32]1[CH:37]=[CH:36][CH:35]=[CH:34][CH:33]=1)(=[O:31])=[O:30])=O)(C)(C)C.[ClH:38]>CCO>[ClH:38].[C:32]1([S:29]([C:9]2[NH:8][C:16]3[C:11]([CH:10]=2)=[CH:12][CH:13]=[CH:14][C:15]=3[O:17][CH2:18][CH2:19][NH:20][CH3:21])(=[O:31])=[O:30])[CH:33]=[CH:34][CH:35]=[CH:36][CH:37]=1 |f:3.4|. Procedure details: 2-Benzenesulfonyl-7-[2-(tert-butoxycarbonyl-methyl-amino)-ethoxy]-indole-1-carboxylic acid tert-butyl ester (0.230 g., 0.43 mmol) from the above step was dissolved in 5 mL EtOH. To this solution was added 1 mL of 2M ethanolic hydrogen chloride solution. The reaction mixture was heated at 100° C. for 35 minutes. Upon cooling to ambient temperature, a fine white precipitate was observed. After filtration and drying in vacuo at 60° C., [2-(2-Benzenesulfonyl-1H-indol-7-yloxy)-ethyl]-methyl-amine hyd...